From a dataset of the Open Reaction Database (ORD), a public repository of structured organic reaction records. describe an organic reaction: reactants, conditions, products, and yield Starting materials: CC1(C(C2=C(C(=C(C=C2C1)OC)Cl)Cl)=O)CC#C (2methyl-2-propargyl-5-methoxy-6,7-dichloro-1-indanone), Cl.N1=CC=CC=C1 (pyridine hydrochloride). Run in O (water). Run at temperature 185 celsius. Yields the product ClC(CC1(C(C2=C(C(=C(C=C2C1)O)Cl)Cl)=O)C)=C (2-(2-Chloroallyl)-2-methyl-5-hydroxy-6,7-dichloro-1-indanone). RXN SMILES: [CH3:1][C:2]1([CH2:16][C:17]#[CH:18])[CH2:10][C:9]2[C:4](=[C:5]([Cl:14])[C:6]([Cl:13])=[C:7]([O:11]C)[CH:8]=2)[C:3]1=[O:15].[ClH:19].N1C=CC=CC=1>O>[Cl:19][C:17](=[CH2:18])[CH2:16][C:2]1([CH3:1])[CH2:10][C:9]2[C:4](=[C:5]([Cl:14])[C:6]([Cl:13])=[C:7]([OH:11])[CH:8]=2)[C:3]1=[O:15] |f:1.2|. Reported procedure: A stirred mixture of 2methyl-2-propargyl-5-methoxy-6,7-dichloro-1-indanone (11 g., 0.039 mole) and pyridine hydrochloride (110 g.) is heated at 185°C. for one hour, then poured into water (500 ml.). The product which separates is recrystallized from ethanol-water affording 6.5 g. of 2-(2-chloroallyl)-2-methyl-5-hydroxy-6,7-dichloro-1-indanone, m.p. 183°C. Reactants: O=C([O-])O, COc1ccc(C=O)c2c1NC(=O)CC2, Cc1ccccc1, [Na+], O, OCCO, Cc1ccc(S(=O)(=O)O)cc1. Reaction SMILES: [C:32](=[O:33])([OH:34])[O-:35].[CH3:1][O:2][c:3]1[cH:4][cH:5][c:6]([CH:14]=[O:15])[c:7]2[c:12]1[NH:11][C:10](=[O:13])[CH2:9][CH2:8]2.[CH3:37][c:38]1[cH:39][cH:40][cH:41][cH:42][cH:43]1.[Na+:36].[OH2:20].[OH:16][CH2:17][CH2:18][OH:19].[c:21]1([CH3:22])[cH:23][cH:24][c:25]([S:26]([OH:27])(=[O:28])=[O:29])[cH:30][cH:31]1>>[CH3:1][O:2][c:3]1[cH:4][cH:5][c:6]([CH:14]2[O:15][CH2:18][CH2:17][O:16]2)[c:7]2[c:12]1[NH:11][C:10](=[O:13])[CH2:9][CH2:8]2. Yields the product COc1ccc(C2OCCO2)c2c1NC(=O)CC2. Product: COC(C(CC)(NC(=O)C1=NC(=C(N=C1)N1CCOCC1)OCCOC)CC)=O (2-Ethyl-2-{[6-(2-methoxy-ethoxy)-5-morpholin-4-yl-pyrazine-2-carbonyl]-amino}-butyric acid methyl ester). Procedure: In analogy to the procedure described for the synthesis of 6-propoxy-5-pyrrolidin-1-yl-pyrazine-2-carboxylic acid ((S)-1-hydroxymethyl-3-methyl-butyl)-amide (example 10, step d) the title compounds was prepared from 6-(2-methoxy-ethoxy)-5-morpholin-4-yl-pyrazine-2-carboxylic acid and 2-amino-2-ethyl-butyric acid methyl ester (European Journal of Medicinal Chemistry 1984, 19, 261). m/z (ES+): 411.5 (M+H). As a reaction SMILES: OC[C@@H](NC(C1C=NC(N2CCCC2)=C(OCCC)N=1)=O)CC(C)C.[CH3:26][O:27][CH2:28][CH2:29][O:30][C:31]1[N:36]=[C:35]([C:37]([OH:39])=O)[CH:34]=[N:33][C:32]=1[N:40]1[CH2:45][CH2:44][O:43][CH2:42][CH2:41]1.[CH3:46][O:47][C:48](=[O:55])[C:49]([NH2:54])([CH2:52][CH3:53])[CH2:50][CH3:51]>>[CH3:46][O:47][C:48](=[O:55])[C:49]([CH2:52][CH3:53])([NH:54][C:37]([C:35]1[CH:34]=[N:33][C:32]([N:40]2[CH2:45][CH2:44][O:43][CH2:42][CH2:41]2)=[C:31]([O:30][CH2:29][CH2:28][O:27][CH3:26])[N:36]=1)=[O:39])[CH2:50][CH3:51]. Reactants: OC[C@H](CC(C)C)NC(=O)C1=NC(=C(N=C1)N1CCCC1)OCCC (6-Propoxy-5-pyrrolidin-1-yl-pyrazine-2-carboxylic acid ((S)-1-hydroxymethyl-3-methyl-butyl)-amide), title compounds, COCCOC1=C(N=CC(=N1)C(=O)O)N1CCOCC1 (6-(2-methoxy-ethoxy)-5-morpholin-4-yl-pyrazine-2-carboxylic acid), COC(C(CC)(CC)N)=O (2-amino-2-ethyl-butyric acid methyl ester). Starting materials: COC=1C=C2C(=CC=NC2=CC1OC)OC1=CC=C(N)C=C1 (4-[(6,7-Dimethoxy-4-quinolyl)oxy]aniline), ClC(Cl)(OC(OC(Cl)(Cl)Cl)=O)Cl (triphosgene), C([O-])(O)=O.[Na+] (sodium bicarbonate), OC=1C=C(C#N)C=CC1 (3-hydroxybenzonitrile). Run in C(C)N(CC)CC (triethylamine), C1(=CC=CC=C1)C (toluene), C(Cl)Cl (methylene chloride). Product: COC=1C=C2C(=CC=NC2=CC1OC)OC1=CC=C(C=C1)NC(OC1=CC(=CC=C1)C#N)=O (3-Cyanophenyl N-{4-[(6,7-dimethoxy-4-quinolyl)oxy]phenyl}carbamate). Yield: 6.7%. Reaction SMILES: [CH3:1][O:2][C:3]1[CH:4]=[C:5]2[C:10](=[CH:11][C:12]=1[O:13][CH3:14])[N:9]=[CH:8][CH:7]=[C:6]2[O:15][C:16]1[CH:22]=[CH:21][C:19]([NH2:20])=[CH:18][CH:17]=1.Cl[C:24](Cl)([O:26][C:27](=[O:33])OC(Cl)(Cl)Cl)Cl.O[C:36]1[CH:37]=[C:38]([CH:41]=C[CH:43]=1)[C:39]#[N:40].C(=O)(O)[O-].[Na+]>C(Cl)Cl.C(N(CC)CC)C.C1(C)C=CC=CC=1>[CH3:1][O:2][C:3]1[CH:4]=[C:5]2[C:10](=[CH:11][C:12]=1[O:13][CH3:14])[N:9]=[CH:8][CH:7]=[C:6]2[O:15][C:16]1[CH:22]=[CH:21][C:19]([NH:20][C:27](=[O:33])[O:26][C:24]2[CH:43]=[CH:36][CH:37]=[C:38]([C:39]#[N:40])[CH:41]=2)=[CH:18][CH:17]=1 |f:3.4|. Procedure: 4-[(6,7-Dimethoxy-4-quinolyl)oxy]aniline (50 mg) was added to toluene (5 ml), and triethylamine (0.5 ml), and the mixture was heated under reflux to prepare a solution. A solution of triphosgene (77 mg) in methylene chloride was then added thereto, and the mixture was heated under reflux for 10 min. Next, 3-hydroxybenzonitrile (31 mg) was added thereto, and the mixture was further stirred with heating under reflux for 3 hr. A saturated aqueous sodium bicarbonate solution was added to stop the re... Reactants: CC1=C(C=CC(=C1)C)N(C1=C(C=C(C=C1)C)C)C1=CC=C(C=C1)B1OC(C(O1)(C)C)(C)C (N-(2,4-dimethylphenyl)-2,4-dimethyl-N-(4-(4,4,5,5-tetramethyl-1,3,2-dioxaborolan-2-yl)phenyl)aniline), CC1=C(C=CC(=C1)C)N(C1=C(C=C(C=C1)C)C)C1=CC=C(C=C1)B1OC(C(O1)(C)C)(C)C (N-(2,4-dimethylphenyl)-2,4-dimethyl-N-(4-(4,4,5,5-tetramethyl-1,3,2-dioxaborolan-2-yl)phenyl)aniline), BrC1=NC=C(N=C1)Br (2,5-dibromopyrazine), C(=O)([O-])[O-].[K+].[K+] (K2CO3). Reagents/catalysts: C=1C=CC(=CC1)[P](C=2C=CC=CC2)(C=3C=CC=CC3)[Pd]([P](C=4C=CC=CC4)(C=5C=CC=CC5)C=6C=CC=CC6)([P](C=7C=CC=CC7)(C=8C=CC=CC8)C=9C=CC=CC9)[P](C=1C=CC=CC1)(C=1C=CC=CC1)C=1C=CC=CC1 (Pd(PPh3)4). The solvent is O1CCOCC1.O (dioxane water). Reaction conditions: temperature 80 celsius. The product is BrC=1N=CC(=NC1)C1=CC=C(C=C1)N(C1=C(C=C(C=C1)C)C)C1=C(C=C(C=C1)C)C (N-(4-(5-bromopyrazin-2-yl)phenyl)-N-(2,4-dimethylphenyl)-2,4-dimethylaniline). Reaction SMILES: [CH3:1][C:2]1[CH:7]=[C:6]([CH3:8])[CH:5]=[CH:4][C:3]=1[N:9]([C:18]1[CH:23]=[CH:22][C:21](B2OC(C)(C)C(C)(C)O2)=[CH:20][CH:19]=1)[C:10]1[CH:15]=[CH:14][C:13]([CH3:16])=[CH:12][C:11]=1[CH3:17].Br[C:34]1[CH:39]=[N:38][C:37]([Br:40])=[CH:36][N:35]=1.C([O-])([O-])=O.[K+].[K+]>O1CCOCC1.O.C1C=CC([P]([Pd]([P](C2C=CC=CC=2)(C2C=CC=CC=2)C2C=CC=CC=2)([P](C2C=CC=CC=2)(C2C=CC=CC=2)C2C=CC=CC=2)[P](C2C=CC=CC=2)(C2C=CC=CC=2)C2C=CC=CC=2)(C2C=CC=CC=2)C2C=CC=CC=2)=CC=1>[Br:40][C:37]1[N:38]=[CH:39][C:34]([C:21]2[CH:20]=[CH:19][C:18]([N:9]([C:10]3[CH:15]=[CH:14][C:13]([CH3:16])=[CH:12][C:11]=3[CH3:17])[C:3]3[CH:4]=[CH:5][C:6]([CH3:8])=[CH:7][C:2]=3[CH3:1])=[CH:23][CH:22]=2)=[N:35][CH:36]=1 |f:2.3.4,5.6,^1:57,59,78,97|. Procedure details: A mixture of N-(2,4-dimethylphenyl)-2,4-dimethyl-N-(4-(4,4,5,5-tetramethyl-1,3,2-dioxaborolan-2-yl)phenyl)aniline (Compound 17) (6.0 g, 14 mmol), 2,5-dibromopyrazine (7.74 g, 30 mmol), Pd(PPh3)4 (0.5 g, 0.43 mmol), K2CO3 (4.14 g, 30 mmol) in dioxane/water (80 mL/17 mL) was degassed and heated at about 80° C. overnight. The resulting mixture was poured into ethyl acetate (200 mL), washed with brine, dried over Na2SO4, then loaded on silica gel and purified by flash column using eluents of hexanes... The reactants are FC=1C=C(C=CC1)B(O)O (3-fluorophenylboronic acid), N1(C=NC=C1)CC=1C=CC(=NC1)Br (5-Imidazol-1-ylmethyl-2-bromopyridine). Product: FC=1C=C(C=CC1)C1=NC=C(C=C1)CN1C=NC=C1 (2-(3-Fluoro-phenyl)-5-imidazol-1-ylmethyl-pyridine). RXN SMILES: [F:1][C:2]1[CH:3]=[C:4](B(O)O)[CH:5]=[CH:6][CH:7]=1.[N:11]1([CH2:16][C:17]2[CH:18]=[CH:19][C:20](Br)=[N:21][CH:22]=2)[CH:15]=[CH:14][N:13]=[CH:12]1>>[F:1][C:2]1[CH:3]=[C:4]([C:20]2[CH:19]=[CH:18][C:17]([CH2:16][N:11]3[CH:15]=[CH:14][N:13]=[CH:12]3)=[CH:22][N:21]=2)[CH:5]=[CH:6][CH:7]=1. Procedure details: Synthesized using 3-fluorophenylboronic acid (230 mg, 1.68 mmol) and 1a (200 mg, 0.84 mmol) according to Method C. Yellow solid. Yield: 135 mg, 0.53 mmol, 64%. 1H NMR (CDCl3, 500 MHz): δH (ppm): 5.19 (s, 2H), 6.93 (s, 1H), 7.11 (ddd, J=8.2, 2.5, 0.9 Hz, 1H), 7.13 (dd, J=2.5, 0.9 Hz, 1H), 7.43 (ddd, J=8.2, 7.9, 6.0 Hz, 1H), 7.50 (dd, J=8.2, 2.5 Hz, 1H), 7.59 (brs, 1H), 7.69-7.76 (m, 3H), 8.58 (dd, J=2.2, 0.6 Hz, 1H); 13C NMR (CDCl3, 125 MHz): δC (ppm)=48.0, 113.9 (d, J=23.0 Hz), 116.1 (d, J=21.1 ...